Dataset: the Open Reaction Database (ORD), a public repository of structured organic reaction records. Task: describe an organic reaction: reactants, conditions, products, and yield The reactants are C[Si](C)(C)[N-][Si](C)(C)C, CS(C)=O, CCOC(C)=O, O=C(Nc1ccc(F)c([N+](=O)[O-])c1)C1CCCCC1, CI, [Na+]. The product is CN(C(=O)C1CCCCC1)c1ccc(F)c([N+](=O)[O-])c1. RXN SMILES: [CH3:20][Si:21]([N-:22][Si:23]([CH3:24])([CH3:25])[CH3:26])([CH3:27])[CH3:28].[CH3:32][S:33]([CH3:34])=[O:35].[CH3:36][CH2:37][O:38][C:39](=[O:40])[CH3:41].[F:1][c:2]1[c:3]([N+:17](=[O:18])[O-:19])[cH:4][c:5]([NH:8][C:9](=[O:10])[CH:11]2[CH2:12][CH2:13][CH2:14][CH2:15][CH2:16]2)[cH:6][cH:7]1.[I:30][CH3:31].[Na+:29]>>[F:1][c:2]1[c:3]([N+:17](=[O:18])[O-:19])[cH:4][c:5]([N:8]([C:9](=[O:10])[CH:11]2[CH2:12][CH2:13][CH2:14][CH2:15][CH2:16]2)[CH3:20])[cH:6][cH:7]1.